Task: describe an organic reaction: reactants, conditions, products, and yield. Dataset: the Open Reaction Database (ORD), a public repository of structured organic reaction records Starting materials: C1(CC1)C(C)(C)NC1=NC(=NC=C1C(=O)N)S(=O)C (4-((2-cyclopropylpropan-2-yl)amino)-2-(methylsulfinyl)pyrimidine-5-carboxamide), C1=CC(=CC(=C1)Cl)C(=O)OO (mCPBA), C1(CC1)C(C)(C)NC1=NC(=NC=C1C(=O)N)SC (4-((2-cyclopropylpropan-2-yl)amino)-2-(methylthio)pyrimidine-5-carboxamide). Run in C1CCOC1 (THF). Run at temperature 0 celsius, time 0.5 hour. Yields the product C1(CC1)C(C)(C)NC1=NC(=NC=C1C(=O)N)S(=O)(=O)C (4-((2-cyclopropylpropan-2-yl)amino)-2-(methylsulfonyl)pyrimidine-5-carboxamide). Isolated yield 90.0%. Reaction SMILES: C1(C(NC2C(C(N)=[O:15])=CN=C(SC)N=2)(C)C)CC1.C1C=C(Cl)C=C(C(OO)=O)C=1.[CH:30]1([C:33]([NH:36][C:37]2[C:42]([C:43]([NH2:45])=[O:44])=[CH:41][N:40]=[C:39]([S:46]([CH3:48])=[O:47])[N:38]=2)([CH3:35])[CH3:34])[CH2:32][CH2:31]1>C1COCC1>[CH:30]1([C:33]([NH:36][C:37]2[C:42]([C:43]([NH2:45])=[O:44])=[CH:41][N:40]=[C:39]([S:46]([CH3:48])(=[O:15])=[O:47])[N:38]=2)([CH3:35])[CH3:34])[CH2:32][CH2:31]1. Procedure details: To a cooled (0° C.) solution of 4-((2-cyclopropylpropan-2-yl)amino)-2-(methylthio)pyrimidine-5-carboxamide (390 mg, 1.46 mmol) in THF (6 mL) was added mCPBA (447 mg, 2.2 mmol) portion-wise. The reaction mixture was stirred for 0.5 h at 0° C. The mixture was concentrated under vacuum and purified by silica gel column chromatography (2.5%-10% DCM in methanol) to give a mixture of 4-((2-cyclopropylpropan-2-yl)amino)-2-(methylsulfinyl)pyrimidine-5-carboxamide and 4-((2-cyclopropylpropan-2-yl)amino)-... Run at temperature -98 celsius, time 10 minute. Procedure details: To a solution of n-butyllithium (2.5 M solution in hexanes, 14.1 mL) in THF (30 mL) at −98° C. was added a solution of 4-bromo-3-fluorotrifluoromethoxy-benzene in THF (3 mL). After stirring for 10 min. at −98° C., triisopropyl borate (4.88 mL, 3.98 g, 21 mmol) was added at a rate needed to keep the temperature below −97° C. The reaction mixture was allowed to warm to −30° C. over 30 minutes, re-cooled to −78° C. and stirred at this temperature for 30 min. Concentrated hydrochloric acid (2 mL) wa... Reaction SMILES: C([Li])CCC.Br[C:7]1[CH:12]=[CH:11][C:10]([O:13][C:14]([F:17])([F:16])[F:15])=[CH:9][C:8]=1[F:18].[B:19](OC(C)C)([O:24]C(C)C)[O:20]C(C)C.Cl>C1COCC1>[F:18][C:8]1[CH:9]=[C:10]([O:13][C:14]([F:17])([F:16])[F:15])[CH:11]=[CH:12][C:7]=1[B:19]([OH:24])[OH:20]. The reactants are C(CCC)[Li] (n-butyllithium), BrC1=C(C=C(C=C1)OC(F)(F)F)F (4-bromo-3-fluorotrifluoromethoxy-benzene), Cl (hydrochloric acid), B(OC(C)C)(OC(C)C)OC(C)C (triisopropyl borate). Product: FC1=C(C=CC(=C1)OC(F)(F)F)B(O)O (2-Fluoro-4-trifluoromethoxybenzeneboronic acid). The solvent is C1CCOC1 (THF), C1CCOC1 (THF).